From a dataset of the Open Reaction Database (ORD), a public repository of structured organic reaction records. describe an organic reaction: reactants, conditions, products, and yield The product is C1(=CC=CC=C1)N=C=NC(C)(C)C1=CC(=CC=C1)C(=C)C (1-Phenyl-3-[2-(3-isopropenylphenyl)-2-propyl]carbodiimide). RXN SMILES: CC1CCP(=O)(C2C=CC=CC=2)C=1.[CH3:14][C:15]([C:17]1[CH:22]=[CH:21][CH:20]=[C:19]([C:23]([N:26]=[C:27]=O)([CH3:25])[CH3:24])[CH:18]=1)=[CH2:16].[C:29]1([N:35]=C=O)[CH:34]=[CH:33][CH:32]=[CH:31][CH:30]=1.C1(N=C=NC2C=CC=CC=2)C=CC=CC=1>>[C:29]1([N:35]=[C:27]=[N:26][C:23]([C:19]2[CH:20]=[CH:21][CH:22]=[C:17]([C:15]([CH3:14])=[CH2:16])[CH:18]=2)([CH3:25])[CH3:24])[CH:34]=[CH:33][CH:32]=[CH:31][CH:30]=1. Reported procedure: We combined 0.3182 g 3-methyl-l-phenyl-2-phospholene-1-oxide (MPPO), m-TMI [2-(3-isopropenylphenyl)-2-propylisocyanate], and 19.31 g phenyl isocyanate. After heating at 140°-150° C. for 14 hours, IR showed nearly complete conversion of isocyanates to carbodiimides. GC-MS integrated ionization current shows a response of 265944 units for the title mixed product, 3558 units for the diphenyl carbodiimide, and 3602 units for the ditertiarycarbodiimide. Assuming that the detector sensitivity for the ... Starting materials: carbodiimides, CC1=CP(CC1)(C1=CC=CC=C1)=O (3-methyl-l-phenyl-2-phospholene-1-oxide), isocyanates, 265944/( 265944+3602+3558 ), CC(=C)C1=CC(=CC=C1)C(C)(C)N=C=O (m-TMI), C1(=CC=CC=C1)N=C=O (phenyl isocyanate), C1(=CC=CC=C1)N=C=NC1=CC=CC=C1 (diphenyl carbodiimide). The reactants are CC(=O)O, CCOC(C)=O, Cc1c[nH]c(C)c1CC(=O)O, CN(C)C=O, CCCCCC, ClCCl, O, O=P(Cl)(Cl)Cl. Yields the product Cc1[nH]c(C=O)c(C)c1CC(=O)O. As a reaction SMILES: [C:26]([OH:27])(=[O:28])[CH3:29].[C:36]([O:37][CH2:38][CH3:39])(=[O:40])[CH3:41].[CH3:14][c:15]1[nH:16][cH:17][c:18]([CH3:24])[c:19]1[CH2:20][C:21](=[O:22])[OH:23].[CH3:1][N:2]([CH:3]=[O:4])[CH3:5].[CH3:30][CH2:31][CH2:32][CH2:33][CH2:34][CH3:35].[Cl:6][CH2:7][Cl:8].[OH2:25].[P:9]([Cl:10])([Cl:11])([Cl:12])=[O:13]>>[CH:3](=[O:4])[c:17]1[nH:16][c:15]([CH3:14])[c:19]([CH2:20][C:21](=[O:22])[OH:23])[c:18]1[CH3:24].